From a dataset of the Open Reaction Database (ORD), a public repository of structured organic reaction records. describe an organic reaction: reactants, conditions, products, and yield Reactants: CCCCCC1CCC(C(O)CCC(C)C(=O)OC(C)(C)C)CC1, ClCCl, O, O=C(O)C(F)(F)F. The product is CCCCCC1CCC(C2CCC(C)C(=O)O2)CC1. RXN SMILES: [CH3:8][CH:9]([C:10]([O:12][C:11]([CH3:13])([CH3:14])[CH3:15])=[O:16])[CH2:17][CH2:18][CH:19]([CH:20]1[CH2:21][CH2:22][CH:23]([CH2:26][CH2:27][CH2:28][CH2:29][CH3:30])[CH2:24][CH2:25]1)[OH:31].[Cl:32][CH2:33][Cl:34].[OH2:35].[OH:1][C:2]([C:3]([F:4])([F:5])[F:6])=[O:7]>>[CH3:8][CH:9]1[C:10](=[O:12])[O:31][CH:19]([CH:20]2[CH2:21][CH2:22][CH:23]([CH2:26][CH2:27][CH2:28][CH2:29][CH3:30])[CH2:24][CH2:25]2)[CH2:18][CH2:17]1. Reactants: BrC1=CC=C(C=N1)C(=O)N1CCN(CC1)C1=NC=C(C=C1C)CC ((6-bromopyridin-3-yl) [4-(5-ethyl-3-methylpyridin-2-yl)piperazin-1-yl]methanone), C(C)C=1C=C(C(=NC1)N1CCN(CC1)C(=O)C=1C=CC(=NC1)N1C(N(CC1C)CC1=CC=C(C=C1)OC)=O)C (3-{5-[4-(5-ethyl-3-methylpyridin-2-yl)piperazine-1-carbonyl]pyridin-2-yl}-1-(4-methoxybenzyl)-4-methylimidazolidin-2-one), COC1=CC=C(CN2C(NC(C2)C)=O)C=C1 (1-(4-methoxybenzyl)-4-methylimidazolidin-2-one). Yields the product C(C)C=1C=C(C(=NC1)N1CCN(CC1)C(=O)C=1C=CC(=NC1)N1C(NCC1C)=O)C (1-{5-[4-(5-ethyl-3-methylpyridin-2-yl)piperazine-1-carbonyl]pyridin-2-yl}-5-methylimidazolidin-2-one). RXN SMILES: BrC1N=CC(C(N2CCN(C3C(C)=CC(CC)=CN=3)CC2)=O)=CC=1.COC1C=CC(CN2CC(C)NC2=O)=CC=1.[CH2:41]([C:43]1[CH:44]=[C:45]([CH3:79])[C:46]([N:49]2[CH2:54][CH2:53][N:52]([C:55]([C:57]3[CH:58]=[CH:59][C:60]([N:63]4[CH:67]([CH3:68])[CH2:66][N:65](CC5C=CC(OC)=CC=5)[C:64]4=[O:78])=[N:61][CH:62]=3)=[O:56])[CH2:51][CH2:50]2)=[N:47][CH:48]=1)[CH3:42]>>[CH2:41]([C:43]1[CH:44]=[C:45]([CH3:79])[C:46]([N:49]2[CH2:54][CH2:53][N:52]([C:55]([C:57]3[CH:58]=[CH:59][C:60]([N:63]4[CH:67]([CH3:68])[CH2:66][NH:65][C:64]4=[O:78])=[N:61][CH:62]=3)=[O:56])[CH2:51][CH2:50]2)=[N:47][CH:48]=1)[CH3:42]. Procedure details: Using (6-bromopyridin-3-yl) [4-(5-ethyl-3-methylpyridin-2-yl)piperazin-1-yl]methanone (156 mg) described in Preparation Example 145 and 1-(4-methoxybenzyl)-4-methylimidazolidin-2-one (88 mg) described in Preparation Example 52 and by the reaction and treatment in the same manner as in Example 505, the title compound (110 mg) was obtained via 3-{5-[4-(5-ethyl-3-methylpyridin-2-yl)piperazine-1-carbonyl]pyridin-2-yl}-1-(4-methoxybenzyl)-4-methylimidazolidin-2-one. Solvent: CCCCCC (hexane), CN(C=O)C (dimethylformamide). Conditions: temperature 80 celsius, time 1 hour. Reported procedure: 0.12 g of sodium cyanate and 0.22 ml of trifluoro-acetic acid were added to a solution of 0.5 g of 5-(2-amino-ethoxy)-7-chloro-1-[2-methoxy-4-(2-chlorobenzoylamino)-benzoyl]-2,3,4,5-tetrahydro-1H-benzoazepine dissolved in 15 ml of dry dimethylformamide. The mixture was stirred at 80° C. for 1 hour. After cooling, the reaction mixture was mixed with slight amounts of a saturated aqueous sodium hydrogen-carbonate solution and hexane, followed by extraction with ethyl acetate. The organic layer was... Product: N(C(=O)N)CCOC1CCCN(C2=C1C=C(C=C2)Cl)C(C2=C(C=C(C=C2)NC(C2=C(C=CC=C2)Cl)=O)OC)=O (5-(2-ureidoethoxy)-7-chloro-1-[2-methoxy-4-(2-chloro-benzoylamino)benzoyl]-2,3,4,5-tetrahydro-1H-benzoazepine). Yield: 75.8%. Starting materials: [O-]C#N.[Na+] (sodium cyanate), FC(C(=O)O)(F)F (trifluoro-acetic acid), NCCOC1CCCN(C2=C1C=C(C=C2)Cl)C(C2=C(C=C(C=C2)NC(C2=C(C=CC=C2)Cl)=O)OC)=O (5-(2-amino-ethoxy)-7-chloro-1-[2-methoxy-4-(2-chlorobenzoylamino)-benzoyl]-2,3,4,5-tetrahydro-1H-benzoazepine), C(O)([O-])=O.[Na+] (sodium hydrogen-carbonate). Reaction SMILES: [O-:1][C:2]#[N:3].[Na+].FC(F)(F)C(O)=O.[NH2:12][CH2:13][CH2:14][O:15][CH:16]1[C:22]2[CH:23]=[C:24]([Cl:27])[CH:25]=[CH:26][C:21]=2[N:20]([C:28](=[O:47])[C:29]2[CH:34]=[CH:33][C:32]([NH:35][C:36](=[O:44])[C:37]3[CH:42]=[CH:41][CH:40]=[CH:39][C:38]=3[Cl:43])=[CH:31][C:30]=2[O:45][CH3:46])[CH2:19][CH2:18][CH2:17]1.C(=O)([O-])O.[Na+]>CN(C)C=O.CCCCCC>[NH:12]([CH2:13][CH2:14][O:15][CH:16]1[C:22]2[CH:23]=[C:24]([Cl:27])[CH:25]=[CH:26][C:21]=2[N:20]([C:28](=[O:47])[C:29]2[CH:34]=[CH:33][C:32]([NH:35][C:36](=[O:44])[C:37]3[CH:42]=[CH:41][CH:40]=[CH:39][C:38]=3[Cl:43])=[CH:31][C:30]=2[O:45][CH3:46])[CH2:19][CH2:18][CH2:17]1)[C:2]([NH2:3])=[O:1] |f:0.1,4.5|.